From a dataset of the Open Reaction Database (ORD), a public repository of structured organic reaction records. describe an organic reaction: reactants, conditions, products, and yield The reactants are C(C)C1=CC2=C(N(C(NC2=O)=O)CC2=CC=C(C=C2)C=2C(=CC=CC2)C#N)S1 (4′-[(6-ethyl-2,4-dioxo-3,4-dihydrothieno[2,3-d]pyrimidin-1(2H)-yl)methyl]biphenyl-2-carbonitrile), BrCC(=O)C1=C(C=CC=C1)OC (2-bromo-1-(2-methoxyphenyl)ethanone), CN(C=O)C (N,N-dimethylformamide), [H-].[Na+] (sodium hydride). Solvent: C(C)(=O)OCC (ethyl acetate). Run at time 2 hour. The product is C(C)C1=CC2=C(N(C(N(C2=O)CC(=O)C2=C(C=CC=C2)OC)=O)CC2=CC=C(C=C2)C=2C(=CC=CC2)C#N)S1 (4′-{[6-ethyl-3-[2-(2-methoxyphenyl)-2-oxoethyl]-2,4-dioxo-3,4-dihydrothieno[2,3-d]pyrimidin-1(2H)-yl]methyl}biphenyl-2-carbonitrile). Isolated yield 59.6%. As a reaction SMILES: [CH2:1]([C:3]1[S:28][C:6]2[N:7]([CH2:13][C:14]3[CH:19]=[CH:18][C:17]([C:20]4[C:21]([C:26]#[N:27])=[CH:22][CH:23]=[CH:24][CH:25]=4)=[CH:16][CH:15]=3)[C:8](=[O:12])[NH:9][C:10](=[O:11])[C:5]=2[CH:4]=1)[CH3:2].Br[CH2:30][C:31]([C:33]1[CH:38]=[CH:37][CH:36]=[CH:35][C:34]=1[O:39][CH3:40])=[O:32].CN(C)C=O.[H-].[Na+]>C(OCC)(=O)C>[CH2:1]([C:3]1[S:28][C:6]2[N:7]([CH2:13][C:14]3[CH:19]=[CH:18][C:17]([C:20]4[C:21]([C:26]#[N:27])=[CH:22][CH:23]=[CH:24][CH:25]=4)=[CH:16][CH:15]=3)[C:8](=[O:12])[N:9]([CH2:30][C:31]([C:33]3[CH:38]=[CH:37][CH:36]=[CH:35][C:34]=3[O:39][CH3:40])=[O:32])[C:10](=[O:11])[C:5]=2[CH:4]=1)[CH3:2] |f:3.4|. Procedure: To a mixture of 4′-[(6-ethyl-2,4-dioxo-3,4-dihydrothieno[2,3-d]pyrimidin-1(2H)-yl)methyl]biphenyl-2-carbonitrile (5 g), 2-bromo-1-(2-methoxyphenyl)ethanone (3.3 g) and N,N-dimethylformamide (200 mL) was added 60% sodium hydride (1 g), and the mixture was stirred at room temperature for 2 hr. The reaction mixture was diluted with ethyl acetate, washed with 5% potassium hydrogensulfate and then saturated brine, and dried over anhydrous magnesium sulfate. The solvent was evaporated under reduced pr... The reactants are C1(CC1)NC(C1=CC(=C(C=C1)C)N=C=S)=O (N-cyclopropyl-3-isothiocyanato-4-methyl-benzamide), solution, N (ammonia). Solvent: CO (methanol). Reaction conditions: time 1 hour. Yields the product C1(CC1)NC(C1=CC(=C(C=C1)C)NC(=S)N)=O (N-Cyclopropyl-4-methyl-3-thioureido-benzamide). The yield is 60.0%. RXN SMILES: [CH:1]1([NH:4][C:5](=[O:16])[C:6]2[CH:11]=[CH:10][C:9]([CH3:12])=[C:8]([N:13]=[C:14]=[S:15])[CH:7]=2)[CH2:3][CH2:2]1.[NH3:17]>CO>[CH:1]1([NH:4][C:5](=[O:16])[C:6]2[CH:11]=[CH:10][C:9]([CH3:12])=[C:8]([NH:13][C:14]([NH2:17])=[S:15])[CH:7]=2)[CH2:3][CH2:2]1. Reported procedure: A suspension of N-cyclopropyl-3-isothiocyanato-4-methyl-benzamide 3B (7.45 g) in a 7N solution of ammonia in methanol (40 mL) was stirred at room temperature for 1 hr. The mixture was concentrated, then redissolved in MeOH and reconcentrated to give the desired product as white solid (6.1 g, 60% for two steps). Reactants: FC1=CC2=C(N=CNC2=O)C=N1 (6-fluoropyrido[3,4-d]pyrimidine-4(3H)-one), S(=O)(Cl)Cl (thionyl chloride). Reagents/catalysts: CN(C=O)C (dimethyl formamide). Conditions: time 30 minute. Yields the product ClC=1C2=C(N=CN1)C=NC(=C2)F (4-chloro-6-fluoropyrido[3,4-d]pyrimidine). Reaction SMILES: [F:1][C:2]1[N:12]=[CH:11][C:5]2[N:6]=[CH:7][NH:8][C:9](=O)[C:4]=2[CH:3]=1.S(Cl)([Cl:15])=O>CN(C)C=O>[Cl:15][C:9]1[C:4]2[CH:3]=[C:2]([F:1])[N:12]=[CH:11][C:5]=2[N:6]=[CH:7][N:8]=1. Reported procedure: A suspension of 6-fluoropyrido[3,4-d]pyrimidine-4(3H)-one (U.S. patent application Ser. No. 08/358,352, 1994) (1.65 g) in 50 mL thionyl chloride and several drops of dimethyl formamide was heated under reflux until a clear solution was obtained (20 minutes), and then for a further 30 minutes. The volatiles were removed under reduced pressure, and the residue was dissolved in dichloromethane and washed with aqueous Na2CO3. The solvent was dried and removed to give crude 4-chloro-6-fluoropyrido[3,... Starting materials: NC1=C(C(=O)[O-])C=C(C(=C1)C)OC1=CC=C(C=C1)OC(F)(F)F (2-amino-4-methyl-5-(4-(trifluoromethoxy)phenoxy)benzoate), C=1(C(=CC=CC1)C)C (xylene), Cl (hydrochloric acid). The reagents and catalysts are [Cl-].[Zn+2].[Cl-] (zinc chloride), [Cl-].[Zn+2].[Cl-] (zinc chloride). Solvent: CCC(CC)=O (3-pentanone). Run at temperature 70 celsius, time 50 hour. The product is C(C)C=1NC2=CC(=C(C=C2C(C1C)=O)OC1=CC=C(C=C1)OC(F)(F)F)C (2-ethyl-3,7-dimethyl-6-(4-(trifluoromethoxy)phenoxy)quinolin-4(1H)-one). Isolated yield 87.3%. As a reaction SMILES: [NH2:1][C:2]1[CH:10]=[C:9]([CH3:11])[C:8]([O:12][C:13]2[CH:18]=[CH:17][C:16]([O:19][C:20]([F:23])([F:22])[F:21])=[CH:15][CH:14]=2)=[CH:7][C:3]=1[C:4]([O-])=[O:5].[C:24]1(C)[C:25](C)=[CH:26]C=[CH:28][CH:29]=1.Cl>[Cl-].[Zn+2].[Cl-].CCC(=O)CC>[CH2:25]([C:24]1[NH:1][C:2]2[C:3]([C:4](=[O:5])[C:29]=1[CH3:28])=[CH:7][C:8]([O:12][C:13]1[CH:14]=[CH:15][C:16]([O:19][C:20]([F:23])([F:21])[F:22])=[CH:17][CH:18]=1)=[C:9]([CH3:11])[CH:10]=2)[CH3:26] |f:3.4.5|. Reported procedure: 2-amino-4-methyl-5-(4-(trifluoromethoxy)phenoxy)benzoate (3.69 g), 20 ml of xylene, 5.3 ml of 3-pentanone, and 0.256 g of zinc chloride were added into a 50-ml glass flask equipped with a stirring device, a thermometer, a reflux condenser, and a Dean-Stark device under a nitrogen atmosphere, and the temperature was raised to reflux with stirring. A reaction was allowed to proceed for 50 hr while adding 1.1 g of zinc chloride in four divided portions. After the completion of the reaction, the mix... Starting materials: C(C)(C)(C)C1=CC=C(C=C1)S(=O)(=O)NC1=NC=NC(=C1OC1=CC(=CC=C1)OC)Cl (4-tert-butyl-N-{6-chloro-5-(3-methoxyphenoxy)-pyrimidin-4-yl}benzenesulfonamide), NCCO (2-aminoethanol), Cl (hydrochloride). The product is Cl.NCCOC1=C(C(=NC=N1)NS(=O)(=O)C1=CC=C(C=C1)C(C)(C)C)OC1=CC(=CC=C1)OC (N-{6-(2-aminoethoxy)-5-(3-methoxyphenoxy)pyrimidin-4-yl}-4-tert-butylbenzenesulfonamide hydrochloride). Reaction SMILES: [C:1]([C:5]1[CH:10]=[CH:9][C:8]([S:11]([NH:14][C:15]2[C:20]([O:21][C:22]3[CH:27]=[CH:26][CH:25]=[C:24]([O:28][CH3:29])[CH:23]=3)=[C:19]([Cl:30])[N:18]=[CH:17][N:16]=2)(=[O:13])=[O:12])=[CH:7][CH:6]=1)([CH3:4])([CH3:3])[CH3:2].[NH2:31][CH2:32][CH2:33][OH:34].Cl>>[ClH:30].[NH2:31][CH2:32][CH2:33][O:34][C:19]1[N:18]=[CH:17][N:16]=[C:15]([NH:14][S:11]([C:8]2[CH:7]=[CH:6][C:5]([C:1]([CH3:2])([CH3:4])[CH3:3])=[CH:10][CH:9]=2)(=[O:13])=[O:12])[C:20]=1[O:21][C:22]1[CH:27]=[CH:26][CH:25]=[C:24]([O:28][CH3:29])[CH:23]=1 |f:3.4|. Procedure details: After treating 4-tert-butyl-N-{6-chloro-5-(3-methoxyphenoxy)-pyrimidin-4-yl}benzenesulfonamide and 2-aminoethanol in the same manner as in Example 1, the precipitated crystals are converted into a hydrochloride thereof to give N-{6-(2-aminoethoxy)-5-(3-methoxyphenoxy)pyrimidin-4-yl}-4-tert-butylbenzenesulfonamide hydrochloride (Compound A). Starting materials: ClC1=CN=C(S1)NC(N(C1CCNCC1)[C@@H]1CC[C@H](CC1)C)=O (3-(5-chloro-thiazol-2-yl)-1-(trans-4-methyl-cyclohexyl)-1-piperidin-4-yl-urea), ClCCCS(=O)(=O)Cl (3-chloropropane-1-sulfonyl chloride). The product is ClC1=CN=C(S1)NC(N(C1CCN(CC1)S(=O)(=O)CCC)[C@@H]1CC[C@H](CC1)C)=O (3-(5-Chloro-thiazol-2-yl)-1-(trans-4-methyl-cyclohexyl)-1-[1-(propane-1-sulfonyl)-piperidin-4-yl]-urea). As a reaction SMILES: [Cl:1][C:2]1[S:6][C:5]([NH:7][C:8](=[O:23])[N:9]([C@H:16]2[CH2:21][CH2:20][C@H:19]([CH3:22])[CH2:18][CH2:17]2)[CH:10]2[CH2:15][CH2:14][NH:13][CH2:12][CH2:11]2)=[N:4][CH:3]=1.Cl[CH2:25][CH2:26][CH2:27][S:28](Cl)(=[O:30])=[O:29]>>[Cl:1][C:2]1[S:6][C:5]([NH:7][C:8](=[O:23])[N:9]([C@H:16]2[CH2:21][CH2:20][C@H:19]([CH3:22])[CH2:18][CH2:17]2)[CH:10]2[CH2:11][CH2:12][N:13]([S:28]([CH2:27][CH2:26][CH3:25])(=[O:30])=[O:29])[CH2:14][CH2:15]2)=[N:4][CH:3]=1. Reported procedure: Prepared as described in general procedure (G) using 3-(5-chloro-thiazol-2-yl)-1-(trans-4-methyl-cyclohexyl)-1-piperidin-4-yl-urea and 3-chloropropane-1-sulfonyl chloride